Dataset: the Open Reaction Database (ORD), a public repository of structured organic reaction records. Task: describe an organic reaction: reactants, conditions, products, and yield Reactants: [Li]CCCC, C1CCOC1, [Cl-], Cc1csc2ccc(F)cc12, [NH4+], CN(C)C=O. The product is Cc1c(C=O)sc2ccc(F)cc12. Reaction SMILES: [CH2:12]([Li:13])[CH2:14][CH2:15][CH3:16].[CH2:24]1[O:25][CH2:26][CH2:27][CH2:28]1.[Cl-:22].[F:1][c:2]1[cH:3][c:4]2[c:5]([s:6][cH:7][c:8]2[CH3:9])[cH:10][cH:11]1.[NH4+:23].[O:17]=[CH:18][N:19]([CH3:20])[CH3:21]>>[F:1][c:2]1[cH:3][c:4]2[c:5]([s:6][c:7]([CH:18]=[O:17])[c:8]2[CH3:9])[cH:10][cH:11]1. Starting materials: NC=1N=C(C2=C(N1)N=CC(=C2)CCC2=CC=C(C(=O)N[C@@H](CCC(=O)OCC)C(=O)OCC)C=C2)N (diethyl N-(4-[2-(2,4-diaminopyrido[2,3-d]pyrimidin-6-yl)ethyl]benzoyl)-L-glutamate), [OH-].[Na+] (sodium hydroxide), C(C)(=O)O (Acetic acid). Run in CO (methanol). The product is NC=1N=C(C2=C(N1)N=CC(=C2)CCC2=CC=C(C(=O)N[C@@H](CCC(=O)O)C(=O)O)C=C2)N (N-(4-[2-(2,4-diaminopyrido[2,3-d]pyrimidin-6-yl)ethyl]benzoyl)-L-glutamic acid). Yield: 44.5%. RXN SMILES: [NH2:1][C:2]1[N:3]=[C:4]([NH2:36])[C:5]2[CH:11]=[C:10]([CH2:12][CH2:13][C:14]3[CH:35]=[CH:34][C:17]([C:18]([NH:20][C@H:21]([C:29]([O:31]CC)=[O:30])[CH2:22][CH2:23][C:24]([O:26]CC)=[O:25])=[O:19])=[CH:16][CH:15]=3)[CH:9]=[N:8][C:6]=2[N:7]=1.[OH-].[Na+].C(O)(=O)C>CO>[NH2:1][C:2]1[N:3]=[C:4]([NH2:36])[C:5]2[CH:11]=[C:10]([CH2:12][CH2:13][C:14]3[CH:15]=[CH:16][C:17]([C:18]([NH:20][C@H:21]([C:29]([OH:31])=[O:30])[CH2:22][CH2:23][C:24]([OH:26])=[O:25])=[O:19])=[CH:34][CH:35]=3)[CH:9]=[N:8][C:6]=2[N:7]=1 |f:1.2|. Reported procedure: A solution of 0.38 g of diethyl N-(4-[2-(2,4-diaminopyrido[2,3-d]pyrimidin-6-yl)ethyl]benzoyl)-L-glutamate in 50 mL of methanol containing 4.6 mL of 0.5N aqueous sodium hydroxide was stirred at room temperature for 72 hours. Acetic acid (5 mL) was added, and the resulting white precipitate collected by filtration. The filter cake was washed well with water, methanol, and ether and was dried under reduced pressure to yield 0.15 g (44%) of the title compound, which can be alternatively named as 5,... Reactants: FC(C1=CC=C(C=C1)S(=O)(=O)Cl)(F)F (4-trifluoromethyl-benzenesulfonyl chloride), NC1CCN(CC1)CCNC(=O)NC1=CC(=NC2=CC=CC=C12)C (1-[2-(4-amino-piperidin-1-yl)-ethyl]-3-(2-methyl-quinolin-4-yl)-urea), CCN(C(C)C)C(C)C (DIPEA). Run in C1CCOC1 (THF), C1CCOC1 (THF). Run at temperature 40 celsius. Yields the product CC1=NC2=CC=CC=C2C(=C1)NC(NCCN1CCC(CC1)NS(=O)(=O)C1=CC=C(C=C1)C(F)(F)F)=O (N-(1-{2-[3-(2-Methyl-quinolin-4-yl)-ureido]-ethyl}-piperidin-4-yl)-4-trifluoromethyl-benzenesulfonamide). As a reaction SMILES: [F:1][C:2]([F:14])([F:13])[C:3]1[CH:8]=[CH:7][C:6]([S:9](Cl)(=[O:11])=[O:10])=[CH:5][CH:4]=1.[NH2:15][CH:16]1[CH2:21][CH2:20][N:19]([CH2:22][CH2:23][NH:24][C:25]([NH:27][C:28]2[C:37]3[C:32](=[CH:33][CH:34]=[CH:35][CH:36]=3)[N:31]=[C:30]([CH3:38])[CH:29]=2)=[O:26])[CH2:18][CH2:17]1.CCN(C(C)C)C(C)C>C1COCC1>[CH3:38][C:30]1[CH:29]=[C:28]([NH:27][C:25](=[O:26])[NH:24][CH2:23][CH2:22][N:19]2[CH2:20][CH2:21][CH:16]([NH:15][S:9]([C:6]3[CH:7]=[CH:8][C:3]([C:2]([F:14])([F:13])[F:1])=[CH:4][CH:5]=3)(=[O:11])=[O:10])[CH2:17][CH2:18]2)[C:37]2[C:32](=[CH:33][CH:34]=[CH:35][CH:36]=2)[N:31]=1. Procedure details: A solution of 4-trifluoromethyl-benzenesulfonyl chloride (0.03 mmol) in THF (1 mL) is added to a mixture of 1-[2-(4-amino-piperidin-1-yl)-ethyl]-3-(2-methyl-quinolin-4-yl)-urea (0.025 mmol), DIPEA (6 μL) and THF (1 mL). The reaction mixture is heated at 40° C. for 18 h, and then is evaporated to dryness. The residue is taken up in formic acid (1 mL), and purified by preparative HPLC to provide the title compound. Starting materials: [Al+3], C1CCOC1, [H-], [H-], [H-], [H-], [Li+], O=NN1CCCCc2ccccc21. Yields the product NN1CCCCc2ccccc21. RXN SMILES: [Al+3:15].[CH2:20]1[O:21][CH2:22][CH2:23][CH2:24]1.[H-:14].[H-:17].[H-:18].[H-:19].[Li+:16].[N:1](=[O:2])[N:3]1[CH2:4][CH2:5][CH2:6][CH2:7][c:8]2[c:9]1[cH:10][cH:11][cH:12][cH:13]2>>[NH2:1][N:3]1[CH2:4][CH2:5][CH2:6][CH2:7][c:8]2[c:9]1[cH:10][cH:11][cH:12][cH:13]2. Reactants: C[N+]1(CCOCC1)[O-] (N-methyl morpholine oxide), FC1=C(C(=C(C2=C1C=CO2)NS(=O)(=O)C2(CC2)CC=C)NC2=C(C=C(C=C2)I)F)F (1-allyl-cyclopropane sulfonic acid [4,5-difluoro-6-(2-fluoro-4-iodo-phenylamino)-benzofuran-7-yl]-amide), C1CCOC1 (THF), CO (methanol). The reagents and catalysts are [Os](=O)(=O)(=O)=O (osmium tetroxide). Solvent: O (water), C(Cl)(Cl)Cl (chloroform). Run at temperature 35 celsius, time 16 hour. Yields the product FC1=C(C(=C(C2=C1C=CO2)NS(=O)(=O)C2(CC2)CC(CO)O)NC2=C(C=C(C=C2)I)F)F (1-(2,3-Dihydroxy-propyl)-cyclopropanesulfonic acid [4,5-difluoro-6-(2-fluoro-4-iodo-phenylamino)-benzofuran-7-yl]amide). Yield: 50.0%. As a reaction SMILES: C[N+]1([O-])CC[O:5][CH2:4]C1.[F:9][C:10]1C2C=COC=2[C:13]([NH:19][S:20]([C:23]2([CH2:26][CH:27]=C)[CH2:25][CH2:24]2)(=[O:22])=[O:21])=[C:12]([NH:29][C:30]2[CH:35]=[CH:34][C:33]([I:36])=[CH:32][C:31]=2[F:37])[C:11]=1[F:38].C[OH:40].[CH2:41]1[CH2:45][O:44][CH2:43][CH2:42]1>O.C(Cl)(Cl)Cl.[Os](=O)(=O)(=O)=O>[F:9][C:10]1[C:41]2[CH:42]=[CH:43][O:44][C:45]=2[C:13]([NH:19][S:20]([C:23]2([CH2:26][CH:27]([OH:40])[CH2:4][OH:5])[CH2:25][CH2:24]2)(=[O:22])=[O:21])=[C:12]([NH:29][C:30]2[CH:35]=[CH:34][C:33]([I:36])=[CH:32][C:31]=2[F:37])[C:11]=1[F:38]. Procedure details: N-methyl morpholine oxide (0.035 g, 0.3041 mmol) was added to a solution of 1-allyl-cyclopropane sulfonic acid [4,5-difluoro-6-(2-fluoro-4-iodo-phenylamino)-benzofuran-7-yl]-amide (0.167 g, 0.3041 mmol) in THF (5 mL). This was followed by the addition of osmium tetroxide (0.0077 g, 0.03041 mmol) in water (1 mL). The reaction mass was stirred for 16 hours at 30-40° C. The reaction was monitored by TLC (10% methanol in chloroform). The reaction mass was partitioned between ethyl acetate (50 mL) an... Yields the product Fc1ccc(C2CCC(N3CCN(Cc4ccc5ccccc5n4)CC3)CC2)cc1. As a reaction SMILES: [Cl:21][CH2:22][c:23]1[n:24][c:25]2[cH:26][cH:27][cH:28][cH:29][c:30]2[cH:31][cH:32]1.[ClH:20].[F:1][c:2]1[cH:3][cH:4][c:5]([CH:8]2[CH2:9][CH2:10][CH:11]([N:14]3[CH2:15][CH2:16][NH:17][CH2:18][CH2:19]3)[CH2:12][CH2:13]2)[cH:6][cH:7]1>>[F:1][c:2]1[cH:3][cH:4][c:5]([CH:8]2[CH2:9][CH2:10][CH:11]([N:14]3[CH2:15][CH2:16][N:17]([CH2:22][c:23]4[n:24][c:25]5[cH:26][cH:27][cH:28][cH:29][c:30]5[cH:31][cH:32]4)[CH2:18][CH2:19]3)[CH2:12][CH2:13]2)[cH:6][cH:7]1. Reactants: ClCc1ccc2ccccc2n1, Cl, Fc1ccc(C2CCC(N3CCNCC3)CC2)cc1.